Dataset: the Open Reaction Database (ORD), a public repository of structured organic reaction records. Task: describe an organic reaction: reactants, conditions, products, and yield Reactants: BrC1=CC=C(C=C1)C(N=C=O)Cl (1-bromo-4-(chloro(isocyanato)methyl)benzene), FC(C=1C=C(C=CC1)NC1=CC(CCC1)=O)(F)F (3-(3-(trifluoromethyl)phenylamino)-cyclohex-2-enone). Solvent: ClCCl (dichloromethane), ClCCl (dichloromethane). Yields the product BrC1=CC=C(C=C1)C1NC(N(C=2CCCC(C12)=O)C1=CC(=CC=C1)C(F)(F)F)=O (4-(4-Bromophenyl)-1-(3-(trifluoromethyl)phenyl)-3,4,7,8-tetrahydroquinazoline-2,5(1H,6H)-dione). Reaction SMILES: [Br:1][C:2]1[CH:7]=[CH:6][C:5]([CH:8](Cl)[N:9]=[C:10]=[O:11])=[CH:4][CH:3]=1.[F:13][C:14]([F:30])([F:29])[C:15]1[CH:16]=[C:17]([NH:21][C:22]2[CH2:27][CH2:26][CH2:25][C:24](=[O:28])[CH:23]=2)[CH:18]=[CH:19][CH:20]=1>ClCCl>[Br:1][C:2]1[CH:7]=[CH:6][C:5]([CH:8]2[C:23]3[C:24](=[O:28])[CH2:25][CH2:26][CH2:27][C:22]=3[N:21]([C:17]3[CH:18]=[CH:19][CH:20]=[C:15]([C:14]([F:13])([F:29])[F:30])[CH:16]=3)[C:10](=[O:11])[NH:9]2)=[CH:4][CH:3]=1. Reported procedure: A solution of 1-bromo-4-(chloro(isocyanato)methyl)benzene (4.25 g, 17.24 mmol) in dichloromethane (30 mL) is added to a solution of 3-(3-(trifluoromethyl)phenylamino)-cyclohex-2-enone (4.00 g, 15.67 mmol) in dichloromethane (60 mL) and the resulting mixture is heated at reflux for 3 h and stirred at room temperature over night. All volatiles are evaporated and the residue is purified by flash chromatography on silica (gradient dichloromethane/methanol 100:0 to 98:2). Yield: 5.10 g; ESI mass spec... The reactants are C(C=C)OC(=O)N1[C@@H](C[C@H](C1)O[Si](C)(C)C(C)(C)C)C=CC(=O)OC ((2S,4R)-1-allyloxycarbonyl-4-t-butyldimethylsilyloxy-2-(3-methoxy-3-oxo-1-propenyl)pyrrolidine), [BH4-].[Na+] (sodium borohydride), [I-].[Li+] (lithium iodide). The solvent is O1CCCC1 (tetrahydrofuran), O (water). The product is C(C=C)OC(=O)N1[C@@H](C[C@H](C1)O[Si](C)(C)C(C)(C)C)CCCO ((2R,4R)-1-allyloxycarbonyl-4-t-butyldimethylsilyloxy-2-(3-hydroxypropyl)pyrrolidine). Yield: 98.9%. Reaction SMILES: [CH2:1]([O:4][C:5]([N:7]1[CH2:11][C@H:10]([O:12][Si:13]([C:16]([CH3:19])([CH3:18])[CH3:17])([CH3:15])[CH3:14])[CH2:9][C@H:8]1[CH:20]=[CH:21][C:22](OC)=[O:23])=[O:6])[CH:2]=[CH2:3].[BH4-].[Na+].[I-].[Li+]>O1CCCC1.O>[CH2:1]([O:4][C:5]([N:7]1[CH2:11][C@H:10]([O:12][Si:13]([C:16]([CH3:17])([CH3:18])[CH3:19])([CH3:15])[CH3:14])[CH2:9][C@H:8]1[CH2:20][CH2:21][CH2:22][OH:23])=[O:6])[CH:2]=[CH2:3] |f:1.2,3.4|. Procedure details: To a solution of (2S,4R)-1-allyloxycarbonyl-4-t-butyldimethylsilyloxy-2-(3-methoxy-3-oxo-1-propenyl)pyrrolidine (18.7 g) in tetrahydrofuran (190 ml) were added successively sodium borohydride (3.83 g) and lithium iodide (13.5 g) at room temperature and the mixture was refluxed for 4 hours. After cooling to room temperature, the mixture was diluted with water (200 ml) and extracted with ethyl acetate (200 ml×3). The combined extracts were washed with brine (400 ml), dried over magnesium sulfate a... Starting materials: O=C([O-])[O-], BrCc1ccccc1, CN(C)C=O, N#Cc1ccc(C=O)c(O)c1, Cl, [K+], [K+]. Yields the product N#Cc1ccc(C=O)c(OCc2ccccc2)c1. RXN SMILES: [C:12](=[O:13])([O-:14])[O-:15].[CH2:18]([c:19]1[cH:20][cH:21][cH:22][cH:23][cH:24]1)[Br:25].[CH3:27][N:28]([CH3:29])[CH:30]=[O:31].[CH:1](=[O:2])[c:3]1[c:4]([OH:11])[cH:5][c:6]([C:7]#[N:8])[cH:9][cH:10]1.[ClH:26].[K+:16].[K+:17]>>[CH:1](=[O:2])[c:3]1[c:4]([O:11][CH2:18][c:19]2[cH:20][cH:21][cH:22][cH:23][cH:24]2)[cH:5][c:6]([C:7]#[N:8])[cH:9][cH:10]1. Reagents/catalysts: [Ti](Cl)(Cl)(Cl)Cl (titanium tetrachloride), O.O.O.O.O.O.[Ni](Cl)Cl (nickel chloride hexahydrate). Reactants: C1(CCCCC1)C1=C(C=CC=C1[N+](=O)[O-])C(=O)C1=C(C(=CC=C1)[N+](=O)[O-])C1CCCCC1 (cyclohexyl-3-nitrophenylketone), Cl.FC=1C=C(C=CC1F)C(C)N (1-(3,4-difluorophenyl)ethylamine hydrochloride), [BH4-].[Na+] (sodium borohydride). RXN SMILES: C1([C:7]2[C:12]([N+:13]([O-])=O)=[CH:11][CH:10]=[CH:9][C:8]=2[C:16]([C:18]2[CH:23]=[CH:22][CH:21]=[C:20]([N+]([O-])=O)[C:19]=2C2CCCCC2)=O)CCCCC1.Cl.[F:34][C:35]1[CH:36]=[C:37]([CH:42]([NH2:44])[CH3:43])[CH:38]=[CH:39][C:40]=1[F:41].[BH4-].[Na+]>[Ti](Cl)(Cl)(Cl)Cl.O.O.O.O.O.O.[Ni](Cl)Cl>[CH:18]1([CH:16]([NH:44][CH:42]([C:37]2[CH:38]=[CH:39][C:40]([F:41])=[C:35]([F:34])[CH:36]=2)[CH3:43])[C:8]2[CH:7]=[C:12]([NH2:13])[CH:11]=[CH:10][CH:9]=2)[CH2:19][CH2:20][CH2:21][CH2:22][CH2:23]1 |f:1.2,3.4,6.7.8.9.10.11.12|. Procedure details: In a similar manner to that described in Example (25a), cyclohexyl-3-nitrophenylketone (3.0 g), 1-(3,4-difluorophenyl)ethylamine hydrochloride (4.98 g) triethylamine (10.8 ml), titanium tetrachloride (1.70 ml), nickel chloride hexahydrate (6.11 g), and sodium borohydride (2.05 g) were reacted, to afford the title compound (1.59 g) as a yellow oil. Isolated yield 67.2%. The product is C1(CCCCC1)C(C=1C=C(C=CC1)N)NC(C)C1=CC(=C(C=C1)F)F (3-{Cyclohexyl-[1-(3,4-difluorophenyl)ethylamino]methyl}phenylamine). Starting materials: Compound 42, BrC(CC)CCC (3-bromohexane), C(C1=CC=CC=C1)ONC(=O)NC1=CC=CC=C1 (1-benzyloxy-3-phenylurea). Product: C(C1=CC=CC=C1)ON(C(=O)NC1=CC=CC=C1)C(CCC)CC (1-benzyloxy-1-(1-ethylbutyl)-3-phenylurea). The yield is 34.5%. Reaction SMILES: Br[CH:2]([CH2:5][CH2:6][CH3:7])[CH2:3][CH3:4].[CH2:8]([O:15][NH:16][C:17]([NH:19][C:20]1[CH:25]=[CH:24][CH:23]=[CH:22][CH:21]=1)=[O:18])[C:9]1[CH:14]=[CH:13][CH:12]=[CH:11][CH:10]=1>>[CH2:8]([O:15][N:16]([CH:2]([CH2:3][CH3:4])[CH2:5][CH2:6][CH3:7])[C:17]([NH:19][C:20]1[CH:25]=[CH:24][CH:23]=[CH:22][CH:21]=1)=[O:18])[C:9]1[CH:10]=[CH:11][CH:12]=[CH:13][CH:14]=1. Procedure: Using the general method of Compound 42 Part B, 3-bromohexane (4.59 mL, 32.6 mmole) was reacted with 1-benzyloxy-3-phenylurea (7.3 g, 30.2 mmole) to provide 3.4 g of 1-benzyloxy-1-(1-ethylbutyl)-3-phenylurea. The reactants are C(C)(C)(C)OC(=O)N1CCN(CCC1)S(=O)(=O)C=1C=2C=CN=CC2C=CC1 (4-(Isoquinoline-5-sulfonyl)-[1,4]diazepane-1-carboxylic acid tert-butyl ester), N(=O)[O-].[Na+] (sodium nitrite), C(C)(=O)OC(C)=O (acetic anhydride), N(=O)[O-].[Na+] (sodium nitrite), C(C)(=O)OC(C)=O (acetic anhydride), N (NH3). The solvent is CS(=O)C (DMSO), CS(=O)C (DMSO), CS(=O)C (DMSO). Reaction conditions: time 8 hour. Product: C(C)(C)(C)OC(=O)N1CCN(CCC1)S(=O)(=O)C=1C=2C=CN=C(C2C=CC1)[N+](=O)[O-] (4-(1-Nitro-isoquinoline-5-sulfonyl)-[1,4]diazepane-1-carboxylic acid tert-butyl ester). Reaction SMILES: [C:1]([O:5][C:6]([N:8]1[CH2:14][CH2:13][CH2:12][N:11]([S:15]([C:18]2[C:19]3[CH:20]=[CH:21][N:22]=[CH:23][C:24]=3[CH:25]=[CH:26][CH:27]=2)(=[O:17])=[O:16])[CH2:10][CH2:9]1)=[O:7])([CH3:4])([CH3:3])[CH3:2].[N:28]([O-:30])=[O:29].[Na+].C(OC(=O)C)(=O)C.N>CS(C)=O>[C:1]([O:5][C:6]([N:8]1[CH2:14][CH2:13][CH2:12][N:11]([S:15]([C:18]2[C:19]3[CH:20]=[CH:21][N:22]=[C:23]([N+:28]([O-:30])=[O:29])[C:24]=3[CH:25]=[CH:26][CH:27]=2)(=[O:17])=[O:16])[CH2:10][CH2:9]1)=[O:7])([CH3:4])([CH3:2])[CH3:3] |f:1.2|. Procedure: To a stirred solution of the isoquinoline from step A (1.17 g, 3.0 mmol) in anhydrous DMSO (12 mL) was added sodium nitrite (1.24 g, 18 mmol). To the mixture was added slowly over 30 min a solution of acetic anhydride (1.84 g, 18 mmol) in anhydrous DMSO (12 mL). The mixture was stirred overnight and TLC showed most starting material remained. More sodium nitrite (1.24 g, 18 mmol) and acetic anhydride (1.84 g, 18 mmol) in anhydrous DMSO (12 mL) was added and stirring was continued for about 1 h. ... Reactants: CC1(N2CCC[C@H]2C[C@H](C1)NC1=NC(=NC=C1F)NC=1C(=CC(=C(C1)N1N=NN(C1=O)C)C#CCO)F)C (1-(5-(4-((7R,8aS)-octahydro-5,5-dimethylindolizin-7-ylamino)-5-fluoropyrimidin-2-ylamino)-4-fluoro-2-(3-hydroxyprop-1-ynyl)phenyl)-4-methyl-1H-tetrazol-5(4H)-one). The reagents and catalysts are [Pd] (palladium on carbon). Solvent: CO (methanol). Conditions: time 8 hour. Product: CC1(N2CCC[C@H]2C[C@H](C1)NC1=NC(=NC=C1F)NC=1C(=CC(=C(C1)N1N=NN(C1=O)C)CCCO)F)C (1-(5-(4-((7R,8aS)-octahydro-5,5-dimethylindolizin-7-ylamino)-5-fluoropyrimidin-2-ylamino)-4-fluoro-2-(3-hydroxypropyl)phenyl)-4-methyl-1H-tetrazol-5(4H)-one). The yield is 63.0%. RXN SMILES: [CH3:1][C:2]1([CH3:38])[CH2:10][C@H:9]([NH:11][C:12]2[C:17]([F:18])=[CH:16][N:15]=[C:14]([NH:19][C:20]3[C:21]([F:37])=[CH:22][C:23]([C:33]#[C:34][CH2:35][OH:36])=[C:24]([N:26]4[C:30](=[O:31])[N:29]([CH3:32])[N:28]=[N:27]4)[CH:25]=3)[N:13]=2)[CH2:8][C@H:7]2[N:3]1[CH2:4][CH2:5][CH2:6]2>CO.[Pd]>[CH3:1][C:2]1([CH3:38])[CH2:10][C@H:9]([NH:11][C:12]2[C:17]([F:18])=[CH:16][N:15]=[C:14]([NH:19][C:20]3[C:21]([F:37])=[CH:22][C:23]([CH2:33][CH2:34][CH2:35][OH:36])=[C:24]([N:26]4[C:30](=[O:31])[N:29]([CH3:32])[N:28]=[N:27]4)[CH:25]=3)[N:13]=2)[CH2:8][C@H:7]2[N:3]1[CH2:4][CH2:5][CH2:6]2. Procedure details: 1-(5-(4-((7R,8aS)-octahydro-5,5-dimethylindolizin-7-ylamino)-5-fluoropyrimidin-2-ylamino)-4-fluoro-2-(3-hydroxyprop-1-ynyl)phenyl)-4-methyl-1H-tetrazol-5(4H)-one (77.9 mg, 0.15 mmol) was dissolved in 10 mL methanol. After purging with nitrogen, the flask was charged with 32.7 mg (0.015 mmol) 10% palladium on carbon (50 wt % water for safety). The reaction was then evacuated and back-filled with nitrogen three times before one final evacuation and introduction of a hydrogen balloon. This was stir...